Dataset: the Open Reaction Database (ORD), a public repository of structured organic reaction records. Task: describe an organic reaction: reactants, conditions, products, and yield Reactants: BL-P2013, C(C)(=O)O.C(C)(=O)O.C(C1=CC=CC=C1)NCCNCC1=CC=CC=C1 (N,N'-dibenzylethylenediamine diacetate). Run in O (H2O), O (H2O). Product: C(C1=CC=CC=C1)NCCNCC1=CC=CC=C1 (N,N'-dibenzylethylenediamine), BL-P2013. RXN SMILES: C(O)(=O)C.C(O)(=O)C.[CH2:9]([NH:16][CH2:17][CH2:18][NH:19][CH2:20][C:21]1[CH:26]=[CH:25][CH:24]=[CH:23][CH:22]=1)[C:10]1[CH:15]=[CH:14][CH:13]=[CH:12][CH:11]=1>O>[CH2:9]([NH:16][CH2:17][CH2:18][NH:19][CH2:20][C:21]1[CH:26]=[CH:25][CH:24]=[CH:23][CH:22]=1)[C:10]1[CH:11]=[CH:12][CH:13]=[CH:14][CH:15]=1 |f:0.1.2|. Procedure: 306 mg. (0.001 ml) of BL-P2013 was dissolved in 7 ml. H2O and added to a solution of 180 mg. (0.0005 mol) of N,N'-dibenzylethylenediamine diacetate in 7 ml. H2O. The mixture was stirred and the salt crystallized and after stirring approximately 10-15 minutes the salt was collected by filtration and air dried to yield N,N'-dibenzylethylenediamine salt of BL-P2013 (300 mg). The material was recrystallized by dissolving it in approximately 10 ml. of boiling acetone and diluting with ether to the cl... Solvent: C(C)OCC (diethyl ether), C1CCOC1 (THF), C1CCOC1 (THF). Product: S1C=C(C=C1)C1=CC=C(C=C1)C (4-(3-thienyl)toluene). Reaction conditions: time 10 minute. Reaction SMILES: Br[C:2]1[CH:7]=[CH:6][C:5]([CH3:8])=[CH:4][CH:3]=1.[Mg].Br[C:11]1[CH:15]=[CH:14][S:13][CH:12]=1>C1COCC1.C(OCC)C.C1C=CC(P(C2C=CC=CC=2)CCP(C2C=CC=CC=2)C2C=CC=CC=2)=CC=1.Cl[Ni]Cl>[S:13]1[CH:14]=[CH:15][C:11]([C:2]2[CH:7]=[CH:6][C:5]([CH3:8])=[CH:4][CH:3]=2)=[CH:12]1 |f:5.6|. Reported procedure: A solution of 4-bromotoluene (0.9 ml, 7.3 mmol) in THF (3 ml) is added to dried magnesium turnings (0.815 g, 33.5 atoms) under nitrogen atmosphere. After the exothermic reaction initiates, a solution of 4-bromotoluene (3.16 ml, 25.7 mmol) in THF (3 ml) is dropped to the reaction mixture. The stirring is continued for 10 min. The mixture is dropped to a suspension of 3-bromothiophene (2.8 ml, 29.9 mmol) and [1,2-bis(diphenylphosphino)-ethane]nickel(II) chloride (0.72 g, 1.4 mmol) in diethyl ether... Starting materials: BrC1=CSC=C1 (3-bromothiophene), BrC1=CC=C(C=C1)C (4-bromotoluene), [Mg] (magnesium), BrC1=CC=C(C=C1)C (4-bromotoluene). The reagents and catalysts are C1=CC=C(C=C1)P(CCP(C2=CC=CC=C2)C3=CC=CC=C3)C4=CC=CC=C4.Cl[Ni]Cl ([1,2-bis(diphenylphosphino)-ethane]nickel(II) chloride).